Dataset: the Open Reaction Database (ORD), a public repository of structured organic reaction records. Task: describe an organic reaction: reactants, conditions, products, and yield Starting materials: B, C1CCOC1, NC(C(=O)N1CCC(Oc2ccc(F)c(F)c2)CC1)c1ccccc1. The product is NC(CN1CCC(Oc2ccc(F)c(F)c2)CC1)c1ccccc1. Reaction SMILES: [BH3:26].[CH2:27]1[O:28][CH2:29][CH2:30][CH2:31]1.[F:1][c:2]1[cH:3][c:4]([O:5][CH:6]2[CH2:7][CH2:8][N:9]([C:12]([CH:13]([c:14]3[cH:15][cH:16][cH:17][cH:18][cH:19]3)[NH2:20])=[O:21])[CH2:10][CH2:11]2)[cH:22][cH:23][c:24]1[F:25]>>[F:1][c:2]1[cH:3][c:4]([O:5][CH:6]2[CH2:7][CH2:8][N:9]([CH2:12][CH:13]([c:14]3[cH:15][cH:16][cH:17][cH:18][cH:19]3)[NH2:20])[CH2:10][CH2:11]2)[cH:22][cH:23][c:24]1[F:25]. Reactants: ICOC(=O)OCC(=O)OC (methyl ({[(iodomethyl)oxy]carbonyl}oxy)acetate), [Na].FC1=C(C=CC(=C1)F)CNC(=O)C=1C(C(=C2N(C[C@@H]3N(C2=O)C[C@@H]2N3CCC2)C1)O)=O ((4aS,13aR)-N-[(2,4-difluorophenyl)methyl]-10-hydroxy-9,11-dioxo-2,3,4a,5,9,11,13,13a-octahydro-1H-pyrido[1,2-a]pyrrolo[1′,2′:3,4]imidazo[1,2-d]pyrazine-8-carboxamide sodium salt), C([O-])([O-])=O.[K+].[K+] (potassium carbonate). The reagents and catalysts are S(=O)(=O)(O)[O-].C(CCC)[N+](CCCC)(CCCC)CCCC (tetrabutylammonium hydrogen sulfate). The product is FC1=C(C=CC(=C1)F)CNC(=O)C=1C(C(=C2N(C[C@@H]3N(C2=O)C[C@@H]2N3CCC2)C1)OCOC(=O)OCC(=O)OC)=O (Methyl ({[({[(4aS,13aR)-8-({[(2,4-difluorophenyl)methyl]amino}carbonyl)-9,11-dioxo-2,3,4a,5,9,11,13,13a-octahydro-1H-pyrido[1,2-a]pyrrolo[1′,2′:3,4]imidazo[1,2-d]pyrazin-10-yl]oxy}methyl)oxy]carbonyl}oxy)acetate). Reaction SMILES: I[CH2:2][O:3][C:4]([O:6][CH2:7][C:8]([O:10][CH3:11])=[O:9])=[O:5].[Na].[F:13][C:14]1[CH:19]=[C:18]([F:20])[CH:17]=[CH:16][C:15]=1[CH2:21][NH:22][C:23]([C:25]1[C:26](=[O:43])[C:27]([OH:42])=[C:28]2[C:33](=[O:34])[N:32]3[CH2:35][C@H:36]4[CH2:40][CH2:39][CH2:38][N:37]4[C@@H:31]3[CH2:30][N:29]2[CH:41]=1)=[O:24].C(=O)([O-])[O-].[K+].[K+]>S([O-])(O)(=O)=O.C([N+](CCCC)(CCCC)CCCC)CCC>[F:13][C:14]1[CH:19]=[C:18]([F:20])[CH:17]=[CH:16][C:15]=1[CH2:21][NH:22][C:23]([C:25]1[C:26](=[O:43])[C:27]([O:42][CH2:2][O:3][C:4]([O:6][CH2:7][C:8]([O:10][CH3:11])=[O:9])=[O:5])=[C:28]2[C:33](=[O:34])[N:32]3[CH2:35][C@H:36]4[CH2:40][CH2:39][CH2:38][N:37]4[C@@H:31]3[CH2:30][N:29]2[CH:41]=1)=[O:24] |f:1.2,3.4.5,6.7,^1:11|. Reported procedure: The title compound was prepared from methyl ({[(iodomethyl)oxy]carbonyl}oxy)acetate (excess), (4aS,13aR)-N-[(2,4-difluorophenyl)methyl]-10-hydroxy-9,11-dioxo-2,3,4a,5,9,11,13,13a-octahydro-1H-pyrido[1,2-a]pyrrolo[1′,2′:3,4]imidazo[1,2-d]pyrazine-8-carboxamide sodium salt (80 mg, 0.177 mmol), potassium carbonate (73 mg, 0.531 mmol), and tetrabutylammonium hydrogen sulfate (60 mg, 0.177 mmol), using a similar process to that described in example 1. 1H NMR (CDCl3) δ 10.23 (m, 1 H), 8.38 (s, 1 H), 7... The reactants are C(CCC)[Li] (n-Butyl lithium), C(C)C12COC(OC1)(OC2)C2=CC=C(C=C2)C#C (4-ethyl-1-(4-ethynylphenyl)-2,6,7-trioxabicyclo[2,2,2]octane), ClC(=O)OCC (ethyl chloroformate). Solvent: O1CCCC1 (tetrahydrofuran). The product is C(C)C12COC(OC1)(OC2)C2=CC=C(C=C2)C#CC(=O)OCC (ethyl 3-[4-(4-ethyl-2,6,7-trioxabicyclo[2,2,2]oct-1-yl)phenyl]prop-2-ynoate). Reaction SMILES: C([Li])CCC.[CH2:6]([C:8]12[CH2:15][O:14][C:11]([C:16]3[CH:21]=[CH:20][C:19]([C:22]#[CH:23])=[CH:18][CH:17]=3)([O:12][CH2:13]1)[O:10][CH2:9]2)[CH3:7].Cl[C:25]([O:27][CH2:28][CH3:29])=[O:26]>O1CCCC1>[CH2:6]([C:8]12[CH2:9][O:10][C:11]([C:16]3[CH:17]=[CH:18][C:19]([C:22]#[C:23][C:25]([O:27][CH2:28][CH3:29])=[O:26])=[CH:20][CH:21]=3)([O:14][CH2:15]1)[O:12][CH2:13]2)[CH3:7]. Reported procedure: n-Butyl lithium solution (0.67 ml, 1.6M in hexane) was added to a stirred solution of 4-ethyl-1-(4-ethynylphenyl)-2,6,7-trioxabicyclo[2,2,2]octane (200 mg) in tetrahydrofuran (5 ml) at 0° C. under nitrogen. The solution was maintained at 0° C. for 10 minutes when ethyl chloroformate (0.1 ml) was added neat. The solution was allowed to warm to room temperature over 1.5 hours. The reaction was quenched with water (1 ml) and the solvent was removed under vacuum. The residue was taken up in ether an... Starting materials: C(C)(C)N(C(C)C)CC (N,N-diisopropylethylamine), COCCl (chloromethyl methyl ether), OC1=C(C=O)C(=CC=C1)O (2,6-Dihydroxybenzaldehyde), C(C)(=O)OCC (ethyl acetate). The reagents and catalysts are CN(C1=CC=NC=C1)C (4-dimethylaminopyridine). The solvent is Cl (HCl), ClCCl (dichloromethane). Run at time 8 hour. Product: COCOC1=C(C=O)C(=CC=C1)OCOC (2,6-bis(methoxymethoxy)benzaldehyde). Yield: 79.0%. Reaction SMILES: [OH:1][C:2]1[CH:9]=[CH:8][CH:7]=[C:6]([OH:10])[C:3]=1[CH:4]=[O:5].C(N(CC)C(C)C)(C)C.[CH3:20][O:21][CH2:22]Cl.[C:24]([O:27][CH2:28]C)(=O)C>ClCCl.CN(C)C1C=CN=CC=1.Cl>[CH3:20][O:21][CH2:22][O:1][C:2]1[CH:9]=[CH:8][CH:7]=[C:6]([O:10][CH2:24][O:27][CH3:28])[C:3]=1[CH:4]=[O:5]. Procedure details: 2,6-Dihydroxybenzaldehyde (75 mg, 0.54 mmol) was placed in a 20 mL reaction vessel, and dissolved in 1.6 mL of dry dichloromethane. To the solution were added N,N-diisopropylethylamine (0.30 mL, 1.7 mmol), 4-dimethylaminopyridine (4 mg, 0.03 mmol), and chloromethyl methyl ether (103 μL, 0.68 mmol). After being stirred at room temperature overnight, the reaction mixture was diluted with 25 mL of ethyl acetate and 5 mL of 1N HCl, and extracted. The extract was washed with 1N HCl, saturated NaHCO3 ... RXN SMILES: [O:1]=[C:2]1[NH:6][CH:5]=[C:4]([C:7]([OH:9])=O)[O:3]1.[NH2:10][CH2:11][CH2:12][CH:13]1[CH2:18][CH2:17][N:16]([C:19]([O:21][C:22]([CH3:25])([CH3:24])[CH3:23])=[O:20])[CH2:15][CH2:14]1>>[O:1]=[C:2]1[NH:6][CH:5]=[C:4]([C:7]([NH:10][CH2:11][CH2:12][CH:13]2[CH2:14][CH2:15][N:16]([C:19]([O:21][C:22]([CH3:25])([CH3:24])[CH3:23])=[O:20])[CH2:17][CH2:18]2)=[O:9])[O:3]1. Reported procedure: The title compound was prepared from 2-oxo-2,3-dihydrooxazole-5-carboxylic acid (step 1) and tert-butyl 4-(2-aminoethyl)piperidine-1-carboxylate analogously to Example 20 step 4; Reactants: O=C1OC(=CN1)C(=O)O (2-Oxo-2,3-dihydrooxazole-5-carboxylic acid), NCCC1CCN(CC1)C(=O)OC(C)(C)C (tert-butyl 4-(2-aminoethyl)piperidine-1-carboxylate). Yields the product O=C1OC(=CN1)C(=O)NCCC1CCN(CC1)C(=O)OC(C)(C)C (Tert-butyl 4-(2-(2-oxo-2,3-dihydrooxazole-5-carboxamido)ethyl)piperidine-1-carboxylate). Reactants: CCOC(C)=O, CC(C)=O, CN1CCN(Cc2ccc(NC(=O)N3CCCCc4cc(O)ccc43)cc2C(F)(F)F)CC1, Nc1nc(Cl)cc(Cl)n1, [Na+], [OH-], O. The product is CN1CCN(Cc2ccc(NC(=O)N3CCCCc4cc(Oc5cc(Cl)nc(N)n5)ccc43)cc2C(F)(F)F)CC1. RXN SMILES: [CH3:45][CH2:46][O:47][C:48]([CH3:49])=[O:50].[CH3:51][C:52](=[O:53])[CH3:54].[F:1][C:2]([c:3]1[cH:4][c:5]([NH:17][C:18](=[O:19])[N:20]2[c:21]3[c:22]([cH:27][c:28]([OH:31])[cH:29][cH:30]3)[CH2:23][CH2:24][CH2:25][CH2:26]2)[cH:6][cH:7][c:8]1[CH2:9][N:10]1[CH2:11][CH2:12][N:13]([CH3:16])[CH2:14][CH2:15]1)([F:32])[F:33].[NH2:34][c:35]1[n:36][c:37]([Cl:42])[cH:38][c:39]([Cl:41])[n:40]1.[Na+:44].[OH-:43].[OH2:55]>>[F:1][C:2]([c:3]1[cH:4][c:5]([NH:17][C:18](=[O:19])[N:20]2[c:21]3[c:22]([cH:27][c:28]([O:31][c:39]4[cH:38][c:37]([Cl:42])[n:36][c:35]([NH2:34])[n:40]4)[cH:29][cH:30]3)[CH2:23][CH2:24][CH2:25][CH2:26]2)[cH:6][cH:7][c:8]1[CH2:9][N:10]1[CH2:11][CH2:12][N:13]([CH3:16])[CH2:14][CH2:15]1)([F:32])[F:33]. The reactants are C(C1=CC=CC=C1)N (benzylamine), C(=O)(OC(C)(C)C)N[C@@H](CC1=CC2=CC=CC=C2C=C1)C(=O)O (Boc-3-(2-naphthyl)-L-alanine). Product: C(=O)(OC(C)(C)C)N[C@@H](CC1=CC2=CC=CC=C2C=C1)C(=O)NCC1=CC=CC=C1 (N-(Boc-3-(2-naphthyl)-L-alanyl)benzylamine). Yield: 93.6%. As a reaction SMILES: [CH2:1]([NH2:8])[C:2]1[CH:7]=[CH:6][CH:5]=[CH:4][CH:3]=1.[C:9]([NH:16][C@H:17]([C:29](O)=[O:30])[CH2:18][C:19]1[CH:28]=[CH:27][C:26]2[C:21](=[CH:22][CH:23]=[CH:24][CH:25]=2)[CH:20]=1)([O:11][C:12]([CH3:15])([CH3:14])[CH3:13])=[O:10]>>[C:9]([NH:16][C@H:17]([C:29]([NH:8][CH2:1][C:2]1[CH:7]=[CH:6][CH:5]=[CH:4][CH:3]=1)=[O:30])[CH2:18][C:19]1[CH:28]=[CH:27][C:26]2[C:21](=[CH:22][CH:23]=[CH:24][CH:25]=2)[CH:20]=1)([O:11][C:12]([CH3:14])([CH3:13])[CH3:15])=[O:10]. Procedure: In substantially the same manner as Working Example 2, benzylamine (0.93 g) was condensed with Boc-3-(2-naphthyl)-L-alanine (2.50 g) to give N-(Boc-3-(2-naphthyl)-L-alanyl)benzylamine (3.0 g) as white crystals (yield 94%). The Boc group of the product was deprotected by using 4N hydrochloric acid/ethyl acetate solution, and 1.82 g of thus-obtained compound was condensed, in substantially the same manner as Working Example 2, with Compound 1 (1.47 g) to give the above-titled compound (Compound 10...